The task is: describe an organic reaction: reactants, conditions, products, and yield. This data is from the Open Reaction Database (ORD), a public repository of structured organic reaction records. Starting materials: Cc1ccccc1C1CC(=O)c2c(C)ccnc2C1, CCO, Cl, Cl, N=C(N)NN, O. The product is Cc1ccccc1C1CC(=NNC(=N)N)c2c(C)ccnc2C1, Cl. As a reaction SMILES: [CH3:1][c:2]1[cH:3][cH:4][n:5][c:6]2[c:11]1[C:10](=[O:12])[CH2:9][CH:8]([c:13]1[c:14]([CH3:19])[cH:15][cH:16][cH:17][cH:18]1)[CH2:7]2.[CH3:28][CH2:29][OH:30].[ClH:20].[ClH:26].[NH2:21][NH:22][C:23](=[NH:24])[NH2:25].[OH2:27]>>[CH3:1][c:2]1[cH:3][cH:4][n:5][c:6]2[c:11]1[C:10](=[N:21][NH:22][C:23](=[NH:24])[NH2:25])[CH2:9][CH:8]([c:13]1[c:14]([CH3:19])[cH:15][cH:16][cH:17][cH:18]1)[CH2:7]2.[ClH:20]. Starting materials: O=C([O-])[O-], C[SiH](C)OCC(Br)c1cccc(C(C)(C)C)c1, CN(C)C=O, CC(C)c1[nH]nc(OC2OC(CO)C(O)C(O)C2O)c1Cc1ccccc1O, [K+], [K+], O. Product: CC(C)c1[nH]nc(OC2OC(CO)C(O)C(O)C2O)c1Cc1ccccc1OC(CO[SiH](C)C)c1cccc(C(C)(C)C)c1. RXN SMILES: [C:29](=[O:30])([O-:31])[O-:32].[C:35]([CH3:36])([CH3:37])([CH3:38])[c:39]1[cH:40][c:41]([CH:42]([CH2:43][O:44][SiH:45]([CH3:46])[CH3:47])[Br:48])[cH:49][cH:50][cH:51]1.[CH3:53][N:54]([CH3:55])[CH:56]=[O:57].[CH:1]1([O:12][c:13]2[n:14][nH:15][c:16]([CH:26]([CH3:27])[CH3:28])[c:17]2[CH2:18][c:19]2[c:20]([OH:25])[cH:21][cH:22][cH:23][cH:24]2)[CH:2]([OH:3])[CH:4]([OH:5])[CH:6]([OH:7])[CH:8]([CH2:10][OH:11])[O:9]1.[K+:33].[K+:34].[OH2:52]>>[CH:1]1([O:12][c:13]2[n:14][nH:15][c:16]([CH:26]([CH3:27])[CH3:28])[c:17]2[CH2:18][c:19]2[c:20]([O:25][CH:42]([c:41]3[cH:40][c:39]([C:35]([CH3:36])([CH3:37])[CH3:38])[cH:51][cH:50][cH:49]3)[CH2:43][O:44][SiH:45]([CH3:46])[CH3:47])[cH:21][cH:22][cH:23][cH:24]2)[CH:2]([OH:3])[CH:4]([OH:5])[CH:6]([OH:7])[CH:8]([CH2:10][OH:11])[O:9]1.